This data is from the Open Reaction Database (ORD), a public repository of structured organic reaction records. The task is: describe an organic reaction: reactants, conditions, products, and yield Reactants: COC(=O)c1cnc(Cl)c([N+](=O)[O-])c1, ClCCl, CCOC(=O)C1CSCCN1. Yields the product CCOC(=O)C1CSCCN1c1ncc(C(=O)OC)cc1[N+](=O)[O-]. As a reaction SMILES: [Cl:1][c:2]1[n:3][cH:4][c:5]([C:6](=[O:7])[O:8][CH3:9])[cH:10][c:11]1[N+:12](=[O:13])[O-:14].[Cl:26][CH2:27][Cl:28].[S:15]1[CH2:16][CH:17]([C:21](=[O:22])[O:23][CH2:24][CH3:25])[NH:18][CH2:19][CH2:20]1>>[c:2]1([N:18]2[CH:17]([C:21](=[O:22])[O:23][CH2:24][CH3:25])[CH2:16][S:15][CH2:20][CH2:19]2)[n:3][cH:4][c:5]([C:6](=[O:7])[O:8][CH3:9])[cH:10][c:11]1[N+:12](=[O:13])[O-:14]. Starting materials: C(C)(C)(C)OC(=O)N1[C@@H](C[C@H](C1)O)C(=O)OC (Methyl(2S,4R)-1-(tert-butoxycarbonyl)-4-hydroxypyrrolidine-2-carboxylate), ice, [F-].[Na+] (sodium fluoride), C(C)N(CC)/C(=C(/C(F)(F)F)\F)/F.C(C)N(CC)C(C(C(F)(F)F)F)(F)F (Ishikawa reagent). Solvent: ClCCl (dichloromethane). Conditions: time 20 hour. The product is C(C)(C)(C)OC(=O)N1[C@@H](C[C@@H](C1)F)C(=O)OC (methyl(2S,4S)-1-(tert-butoxycarbonyl)-4-fluoropyrrolidine-2-carboxylate). The yield is 93.2%. As a reaction SMILES: [C:1]([O:5][C:6]([N:8]1[CH2:12][C@H:11](O)[CH2:10][C@H:9]1[C:14]([O:16][CH3:17])=[O:15])=[O:7])([CH3:4])([CH3:3])[CH3:2].[F-].[Na+].C(N(/C(/F)=C(\F)/C(F)(F)[F:28])CC)C.C(N(C(F)(F)C(F)C(F)(F)F)CC)C>ClCCl>[C:1]([O:5][C:6]([N:8]1[CH2:12][C@@H:11]([F:28])[CH2:10][C@H:9]1[C:14]([O:16][CH3:17])=[O:15])=[O:7])([CH3:4])([CH3:3])[CH3:2] |f:1.2,3.4|. Procedure details: Methyl(2S,4R)-1-(tert-butoxycarbonyl)-4-hydroxypyrrolidine-2-carboxylate (4.91 g, 0.020 mol) and sodium fluoride (1.01 g, 0.024 mol) were suspended in dichloromethane (50 mL), followed by addition of Ishikawa reagent (4.35 mL, 0.024 mol) under ice cooling. The reaction mixture was slowly warmed to room temperature and then stirred for 20 hours. After the reaction, the reaction mixture was poured into ice-cold saturated aqueous sodium bicarbonate (70 mL) and then separated into organic and aqueou... Reactants: CC1=C(C(=C2C(=N1)SC1=C2CCC1)C1=CC=C(C=C1)C)C(C(=O)OC)COC (methyl 2-[2-methyl-4-(4-methylphenyl)-6,7-dihydro-5H-cyclopenta[4,5]thieno[2,3-b]pyridin-3-yl]-3-methoxypropanoate), [OH-].[Na+] (sodium hydroxide), Cl (HCl). Solvent: CO (methanol). Run at temperature 60 celsius. Product: CC1=C(C(=C2C(=N1)SC1=C2CCC1)C1=CC=C(C=C1)C)C(C(=O)O)=C (2-[2-methyl-4-p-tolyl-6,7-dihydro-5H-cyclopenta[4,5]thieno[2,3-b]pyridin-3-yl]acrylic acid). Isolated yield 56.9%. As a reaction SMILES: [CH3:1][C:2]1[N:7]=[C:6]2[S:8][C:9]3[CH2:13][CH2:12][CH2:11][C:10]=3[C:5]2=[C:4]([C:14]2[CH:19]=[CH:18][C:17]([CH3:20])=[CH:16][CH:15]=2)[C:3]=1[CH:21]([CH2:26]OC)[C:22]([O:24]C)=[O:23].[OH-].[Na+].Cl>CO>[CH3:1][C:2]1[N:7]=[C:6]2[S:8][C:9]3[CH2:13][CH2:12][CH2:11][C:10]=3[C:5]2=[C:4]([C:14]2[CH:19]=[CH:18][C:17]([CH3:20])=[CH:16][CH:15]=2)[C:3]=1[C:21](=[CH2:26])[C:22]([OH:24])=[O:23] |f:1.2|. Procedure details: To a solution of methyl 2-[2-methyl-4-(4-methylphenyl)-6,7-dihydro-5H-cyclopenta[4,5]thieno[2,3-b]pyridin-3-yl]-3-methoxypropanoate (0.307 g; 0.88 mmol) in methanol (8.8 mL) was added a solution of sodium hydroxide 10 N (0.88 ml) and the mixture was heated to 60° C. for 18 h. After cooling, the reaction mixture was acidified with 1N HCl (pH˜2) and partially concentrated under reduced pressure. The residue was partitioned between ethyl acetate and water. The organic layer was washed with brine, d... Starting materials: CS(=O)(=O)OCCCOC1=C(C=C(C=C1)C=1C=C(C2=C(N(N=N2)C)C1)C#N)C(F)(F)F (3-(4-(4-cyano-1-methyl-1H-benzo[d][1,2,3]triazol-6-yl)-2-(trifluoro-methyl)phenoxy)propyl methanesulfonate), C(C)(C)N(CC)C(C)C (diisopropylethylamine), CNC (dimethylamine), C1CCOC1 (THF). Reaction conditions: temperature 100 celsius. The product is CN(CCCOC1=C(C=C(C=C1)C1=CC2=C(C(=N1)C#N)N=NN2C)C(F)(F)F)C (6-(4-(3-(dimethylamino)propoxy)-3-(trifluoromethyl)phenyl)-1-methyl-1H-[1,2,3]triazolo[4,5-c]pyridine-4-carbonitrile). RXN SMILES: CS(OCCCOC1C=[CH:14][C:13]([C:16]2C=[C:18]([C:26]#[N:27])[C:19]3[N:23]=[N:22][N:21]([CH3:24])[C:20]=3[CH:25]=2)=[CH:12][C:11]=1[C:28]([F:31])([F:30])[F:29])(=O)=O.[CH:32]([N:35]([CH:38](C)C)[CH2:36]C)(C)C.C[NH:42]C.[CH2:44]1[CH2:48][O:47][CH2:46][CH2:45]1>>[CH3:32][N:35]([CH3:38])[CH2:36][CH2:44][CH2:48][O:47][C:46]1[CH:45]=[CH:14][C:13]([C:16]2[N:42]=[C:18]([C:26]#[N:27])[C:19]3[N:23]=[N:22][N:21]([CH3:24])[C:20]=3[CH:25]=2)=[CH:12][C:11]=1[C:28]([F:29])([F:30])[F:31]. Procedure details: A mixture of 3-(4-(4-cyano-1-methyl-1H-benzo[d][1,2,3]triazol-6-yl)-2-(trifluoro-methyl)phenoxy)propyl methanesulfonate (20 mg), diisopropylethylamine (73 μl) and dimethylamine in THF (2M, 1 ml) was heated at 100° C. under microwave conditions for 20 minutes. The mixture was purified by HPLC to give the expected product (6.3 mg). Starting materials: [K] (potassium), C(C1=CC=CC=C1)OC1=C(C=CC(=C1)F)[N+](=O)[O-] (5-fluoro-2-nitrophenyl benzyl ether), OC1=CC=C(C(=O)OCC2=CC=CC=C2)C=C1 (benzyl 4-hydroxybenzoate). Solvent: CS(=O)C (dimethyl sulfoxide), CS(=O)C (dimethyl sulfoxide). Run at time 24 hour. Yields the product [N+](=O)([O-])C1=C(C=C(OC2=CC=C(C(=O)OCC3=CC=CC=C3)C=C2)C=C1)OCC1=CC=CC=C1 (benzyl 4-(4-nitro-3-benzyloxyphenoxy)benzoate). Yield: 91.0%. As a reaction SMILES: [CH2:1]([O:8][C:9]1[CH:14]=[C:13](F)[CH:12]=[CH:11][C:10]=1[N+:16]([O-:18])=[O:17])[C:2]1[CH:7]=[CH:6][CH:5]=[CH:4][CH:3]=1.[K].[OH:20][C:21]1[CH:36]=[CH:35][C:24]([C:25]([O:27][CH2:28][C:29]2[CH:34]=[CH:33][CH:32]=[CH:31][CH:30]=2)=[O:26])=[CH:23][CH:22]=1>CS(C)=O>[N+:16]([C:10]1[CH:11]=[CH:12][C:13]([O:20][C:21]2[CH:36]=[CH:35][C:24]([C:25]([O:27][CH2:28][C:29]3[CH:34]=[CH:33][CH:32]=[CH:31][CH:30]=3)=[O:26])=[CH:23][CH:22]=2)=[CH:14][C:9]=1[O:8][CH2:1][C:2]1[CH:7]=[CH:6][CH:5]=[CH:4][CH:3]=1)([O-:18])=[O:17] |^1:18|. Procedure: 24.7 g of 5-fluoro-2-nitrophenyl benzyl ether (0.1 mol) are dissolved in 250 ml of dimethyl sulfoxide, and a solution of 26.6 g of the potassium salt of benzyl 4-hydroxybenzoate (0.1 mol) in 250 ml of dimethyl sulfoxide is then slowly added drop wise with stirring at room temperature. The mixture is then stirred first at room temperature for 1 hour and then at 50° C. for 24 hours. The reaction solution is then allowed to cool to room temperature and is filtered through a fluted filter, the filtr...